describe an organic reaction: reactants, conditions, products, and yield From a dataset of the Open Reaction Database (ORD), a public repository of structured organic reaction records. Reactants: FC(C1=C(CN2CCC(CC2)C=O)C=CC(=C1)C(F)(F)F)(F)F (1-[2,4-bis(trifluoromethyl)benzyl]piperidine-4-carbaldehyde), FC1(CC[C@H]([C@@H](C1)NC1=NC(SC1)=O)O)F (4-[trans-(5,5-difluoro-2-hydroxycyclohexyl)amino]-1,3-thiazol-2(5H)-one), C(C)(=O)[O-].[NH2+]1CCCCC1 (piperidinium acetate). The solvent is CC(C)O (2-propanol). Conditions: temperature 75 celsius, time 8 hour. The product is FC(C1=C(CN2CCC(CC2)\C=C/2\C(=NC(S2)=O)N[C@H]2[C@@H](CCC(C2)(F)F)O)C=CC(=C1)C(F)(F)F)(F)F ((5Z)-5-({1-[2,4-bis(trifluoromethyl)benzyl]piperidin-4-yl}methylidene)-4-[trans-(5,5-difluoro-2-hydroxycyclohexyl)amino]-1,3-thiazol-2(5H)-one). Isolated yield 71.9%. As a reaction SMILES: [F:1][C:2]([F:23])([F:22])[C:3]1[CH:17]=[C:16]([C:18]([F:21])([F:20])[F:19])[CH:15]=[CH:14][C:4]=1[CH2:5][N:6]1[CH2:11][CH2:10][CH:9]([CH:12]=O)[CH2:8][CH2:7]1.[F:24][C:25]1([F:39])[CH2:30][C@@H:29]([NH:31][C:32]2[CH2:36][S:35][C:34](=[O:37])[N:33]=2)[C@H:28]([OH:38])[CH2:27][CH2:26]1.C([O-])(=O)C.[NH2+]1CCCCC1>CC(O)C>[F:23][C:2]([F:1])([F:22])[C:3]1[CH:17]=[C:16]([C:18]([F:21])([F:20])[F:19])[CH:15]=[CH:14][C:4]=1[CH2:5][N:6]1[CH2:11][CH2:10][CH:9](/[CH:12]=[C:36]2/[C:32]([NH:31][C@@H:29]3[CH2:30][C:25]([F:24])([F:39])[CH2:26][CH2:27][C@H:28]3[OH:38])=[N:33][C:34](=[O:37])[S:35]/2)[CH2:8][CH2:7]1 |f:2.3|. Procedure details: To a solution of 1-[2,4-bis(trifluoromethyl)benzyl]piperidine-4-carbaldehyde (777 mg) in 2-propanol (5 mL) were added 4-[trans-(5,5-difluoro-2-hydroxycyclohexyl)amino]-1,3-thiazol-2(5H)-one (860 mg) and piperidinium acetate (339 mg). The reaction mixture was stirred at 75° C. overnight, and the solvent was evaporated under reduced pressure. The residue was purified by silica gel column chromatography (ethyl acetate/hexane) and silica gel column chromatography (NH, methanol/ethyl acetate) to give...